describe an organic reaction: reactants, conditions, products, and yield From a dataset of the Open Reaction Database (ORD), a public repository of structured organic reaction records. The reactants are O1C(=CC=C1)CSCCN1C(C2=CC=CC=C2C1=O)=O (N-[2-[(2-furanylmethyl)thio]ethyl]-1H-isoindole-1,3(2H)-dione), C(C)(C)O (Isopropyl alcohol), P(=O)(Cl)(Cl)Cl (phosphoryl chloride), O (water). Solvent: CN(C=O)C (dimethylformamide), CN(C=O)C (dimethylformamide). Conditions: time 5 hour. Yields the product C(=O)C1=CC=C(O1)CSCCN1C(C2=CC=CC=C2C1=O)=O (N-[2-[(5-Formyl-2-furanylmethyl)thio]ethyl]-1H-isoindole-1,3 (2H)-dione). Reaction SMILES: P(Cl)(Cl)(Cl)=O.[O:6]1[CH:10]=[CH:9][CH:8]=[C:7]1[CH2:11][S:12][CH2:13][CH2:14][N:15]1[C:23](=[O:24])[C:22]2[C:17](=[CH:18][CH:19]=[CH:20][CH:21]=2)[C:16]1=[O:25].O.[CH:27]([OH:30])(C)C>CN(C)C=O>[CH:27]([C:10]1[O:6][C:7]([CH2:11][S:12][CH2:13][CH2:14][N:15]2[C:23](=[O:24])[C:22]3[C:17](=[CH:18][CH:19]=[CH:20][CH:21]=3)[C:16]2=[O:25])=[CH:8][CH:9]=1)=[O:30]. Procedure details: A solution of phosphoryl chloride (21.4 g) in dry dimethylformamide (40 ml), cooled in ice, was added portionwise to a solution of N-[2-[(2-furanylmethyl)thio]ethyl]-1H-isoindole-1,3(2H)-dione (21.4 g) in dry dimethylformamide (70 ml). After 5 hours at room temperature, the solution was poured into iced water (1.7 l). Isopropyl alcohol (150 ml) was added and after 18 hours the solid which separated was filtered and crystallised from ethyl acetate-ether to give the title compound (22.3 g) m.p. 76... The yield is 56.2%. The product is C(#N)C1=C(C=CC=C1)C=1C=C2C=CN(C2=CC1)C(C(=O)OCC)CCCCCC (ethyl 2-[5-(2-cyanophenyl)indol-1-yl]octanoate). The reactants are C(#N)C1=C(C=CC=C1)C=1C=C2C=CNC2=CC1 (5-(2-Cyanophenyl)indole), [H-].[Na+] (sodium hydride), BrC(C(=O)OCC)CCCCCC (Ethyl 2-bromooctanoate). Run at temperature 0 celsius, time 30 minute. Solvent: C1CCOC1 (THF), C1CCOC1 (THF). Procedure: 5-(2-Cyanophenyl)indole (5.04 mmoles, 1.1 g) in 70 ml THF was treated with sodium hydride (255 mg, 50% in mineral oil) and stirred at 0° C. for 30 minutes. Ethyl 2-bromooctanoate (5.5 mmoles) in 40 ml THF was added dropwise. The reaction was stirred at room temperature for 4 hours, cooled, poured onto ice, extracted with ethyl acetate. The organic phase was dried and concentrated. The intermediate was chromatographed over silica gel eluted with 20% ether in hexane. The reaction yielded 1.1 g of ... RXN SMILES: [C:1]([C:3]1[CH:8]=[CH:7][CH:6]=[CH:5][C:4]=1[C:9]1[CH:10]=[C:11]2[C:15](=[CH:16][CH:17]=1)[NH:14][CH:13]=[CH:12]2)#[N:2].[H-].[Na+].Br[CH:21]([CH2:27][CH2:28][CH2:29][CH2:30][CH2:31][CH3:32])[C:22]([O:24][CH2:25][CH3:26])=[O:23]>C1COCC1>[C:1]([C:3]1[CH:8]=[CH:7][CH:6]=[CH:5][C:4]=1[C:9]1[CH:10]=[C:11]2[C:15](=[CH:16][CH:17]=1)[N:14]([CH:21]([CH2:27][CH2:28][CH2:29][CH2:30][CH2:31][CH3:32])[C:22]([O:24][CH2:25][CH3:26])=[O:23])[CH:13]=[CH:12]2)#[N:2] |f:1.2|. Starting materials: C(C)(=O)OC/C=C/C=O (γ-acetoxycrotonaldehyde), C(=O)C=C (acrolein), CC(CCCC)=O (2-hexanal), C(\C=C\C)=O (crotonaldehyde), C(C=CCC)=O (2-pentenal). The product is C(=O)C1C(C1C)(C(=O)OC)C(=O)OC (dimethyl 2-formyl-3-methylcyclopropane-1,1-dicarboxylate), C(=O)C1C(C1CC)(C(=O)OC)C(=O)OC (dimethyl 2-formyl-3-ethylcyclopropane-1,1-dicarboxylate), C(=O)C1C(C1CCC)(C(=O)OC)C(=O)OC (dimethyl 2-formyl-3-propylcyclopropane-1,1-dicarboxylate), C(C)(=O)OCC1C(C1(C(=O)OC)C(=O)OC)C=O (dimethyl 3-(acetoxymethyl)-2-formylcyclopropane-1,1-dicarboxylate). As a reaction SMILES: [CH:1]([CH:3]=[CH2:4])=[O:2].[CH:5](=[O:9])/[CH:6]=[CH:7]/[CH3:8].[CH:10](=[O:15])[CH:11]=[CH:12][CH2:13][CH3:14].C[C:17](=[O:22])[CH2:18][CH2:19][CH2:20][CH3:21].[C:23]([O:26][CH2:27]/[CH:28]=[CH:29]/[CH:30]=[O:31])(=[O:25])[CH3:24]>>[CH:10]([CH:11]1[CH:13]([CH3:14])[C:12]1([C:5]([O:2][CH3:1])=[O:9])[C:23]([O:26][CH3:27])=[O:25])=[O:15].[CH:30]([CH:29]1[CH:8]([CH2:7][CH3:6])[C:28]1([C:17]([O:2][CH3:1])=[O:22])[C:27]([O:26][CH3:23])=[O:15])=[O:31].[CH:1]([CH:3]1[CH:21]([CH2:20][CH2:19][CH3:18])[C:4]1([C:10]([O:9][CH3:5])=[O:15])[C:23]([O:26][CH3:27])=[O:25])=[O:2].[C:23]([O:26][CH2:27][CH:28]1[C:3]([C:4]([O:9][CH3:5])=[O:22])([C:1]([O:15][CH3:10])=[O:2])[CH:29]1[CH:30]=[O:31])(=[O:25])[CH3:24]. Reported procedure: In the same manner but replacing acrolein with an equivalent amount of crotonaldehyde, 2-pentenal, 2-hexanal or γ-acetoxycrotonaldehyde, the following compounds of formula V, dimethyl 2-formyl-3-methylcyclopropane-1,1-dicarboxylate, dimethyl 2-formyl-3-ethylcyclopropane-1,1-dicarboxylate, dimethyl 2-formyl-3-propylcyclopropane-1,1-dicarboxylate, dimethyl 3-(acetoxymethyl)-2-formylcyclopropane-1,1-dicarboxylate are obtained, respectively.